From a dataset of the Open Reaction Database (ORD), a public repository of structured organic reaction records. describe an organic reaction: reactants, conditions, products, and yield Procedure: Tri-nButyl tin hydride (565 mL, 2.1 mmol) was added to a stirred solution of (15(c)) (1.18 g, 1.8 mmol) and (PPh)3PdCl2 (13 mg, 0.018 mmol) in a mixture of water (0.5 mL) and CH2Cl2 (100 mL). The reaction mixture was left to stir for 10 minutes, dried over MgSO4, filtered and concentrated to a brown oil. This was then purified by flash chromatography on 9385 SiO2, eluting with a gradient of 0-10% EtOAc/i-Hexane to give the desired starting material 15(d) as a white foam: 751 mg (73%). As a reaction SMILES: [SnH4].[CH3:2][O:3][C:4](=[O:37])[C@@H:5]([NH:10][C:11](=[O:36])[C:12]1[CH:17]=[CH:16][CH:15]=[C:14]([S:18](=[O:35])(=[O:34])[NH:19][CH2:20][C@@H:21]2[CH2:25][C@H:24]([S:26]C(OC(C)(C)C)=O)[CH2:23][NH:22]2)[CH:13]=1)[CH2:6][CH2:7][S:8][CH3:9]>O.C(Cl)Cl>[CH3:2][O:3][C:4](=[O:37])[C@@H:5]([NH:10][C:11](=[O:36])[C:12]1[CH:17]=[CH:16][CH:15]=[C:14]([S:18](=[O:34])(=[O:35])[NH:19][CH2:20][C@@H:21]2[CH2:25][C@H:24]([SH:26])[CH2:23][NH:22]2)[CH:13]=1)[CH2:6][CH2:7][S:8][CH3:9]. Product: COC([C@H](CCSC)NC(C1=CC(=CC=C1)S(NC[C@H]1NC[C@H](C1)S)(=O)=O)=O)=O ((2S)-2-{3-[([2S,4S]-4-sulfanyl-pyrrolidin-2-yl-methyl)-sulfamoyl]-benzoylamino}-4-methylsulfanyl-butyric acid methyl ester). Reaction conditions: time 10 minute. Reactants: [SnH4] (tin hydride), ( 15(c) ), (PPh)3PdCl2, COC([C@H](CCSC)NC(C1=CC(=CC=C1)S(NC[C@H]1NC[C@H](C1)SC(=O)OC(C)(C)C)(=O)=O)=O)=O ((2S)-2-{3-[([2S,4S]-4-BOCsulfanyl-pyrrolidin-2-yl-methyl)-sulfamoyl]-benzoylamino}-4-methylsulfanyl-butyric acid methyl ester). The solvent is O (water), C(Cl)Cl (CH2Cl2). Yields the product OCc1cncn1-c1ccccc1. As a reaction SMILES: [CH2:19]=[O:20].[Na+:18].[OH-:17].[OH2:21].[c:1]1(-[n:7]2[cH:8][n:9][cH:10][c:11]2[C:12](=[O:13])[O:14][CH2:15][CH3:16])[cH:2][cH:3][cH:4][cH:5][cH:6]1>>[c:1]1(-[n:7]2[cH:8][n:9][cH:10][c:11]2[CH2:12][OH:13])[cH:2][cH:3][cH:4][cH:5][cH:6]1. The reactants are C=O, [Na+], [OH-], O, CCOC(=O)c1cncn1-c1ccccc1. The reactants are COC=1C2=C(C=CC=C2N=C2CCC3=C(C12)C=CC=C3)C(=O)OC (methyl 12-methoxy-5,6-dihydrobenzo[a]acridine-11-carboxylate), O.NN (hydrazine hydrate), C(C)(=O)OCC (ethyl acetate), O (water). The solvent is CC(=O)N(C)C (DMA), [Cl-].[Na+].O (brine). Conditions: temperature 130 celsius. Yields the product N=1NC(C=2C=CC=C3NC=4CCC5=C(C4C1C23)C=CC=C5)=O (8,9-Dihydro-2H-benzo[a]pyridazino[5,4,3-kl]acridin-3(7H)-one). The yield is 39.0%. Reaction SMILES: CO[C:3]1[C:4]2[C:9]([N:10]=[C:11]3[C:16]=1[C:15]1[CH:17]=[CH:18][CH:19]=[CH:20][C:14]=1[CH2:13][CH2:12]3)=[CH:8][CH:7]=[CH:6][C:5]=2[C:21](OC)=[O:22].O.[NH2:26][NH2:27].C(OCC)(=O)C.O>CC(N(C)C)=O.[Cl-].[Na+].O>[N:26]1[NH:27][C:21](=[O:22])[C:5]2[CH:6]=[CH:7][CH:8]=[C:9]3[C:4]=2[C:3]=1[C:16]1[C:15]2[CH:17]=[CH:18][CH:19]=[CH:20][C:14]=2[CH2:13][CH2:12][C:11]=1[NH:10]3 |f:1.2,6.7.8|. Reported procedure: A mixture of methyl 12-methoxy-5,6-dihydrobenzo[a]acridine-11-carboxylate (20 mg, 0.06 mmol) and hydrazine hydrate (0.5 mL) in DMA (0.8 mL) was heated at 130° C. for 4 h. The reaction mixture was cooled, treated with ethyl acetate (0.5 mL), water (1 mL) and brine (1 mL). The resulting precipitate was collected by filtration, dissolved in a mixture of methanol:dichloromethane (1:8, 10 mL), dried over Na2SO4, filtered, concentrated, chromatographed on silica gel using gradint eluant of 0-3.2% meth... Yields the product ClC1=CC2=C(SC(=C2C(F)(F)F)C(=O)O)C=C1 (5-Chloro-3-trifluoromethyl-benzo[b]thiophene-2-carboxylic acid). Solvent: C1CCOC1.CO.O (THF MeOH H2O). RXN SMILES: [Cl:1][C:2]1[CH:18]=[CH:17][C:5]2[S:6][C:7]([C:13]([O:15]C)=[O:14])=[C:8]([C:9]([F:12])([F:11])[F:10])[C:4]=2[CH:3]=1.[Li+].[OH-]>C1COCC1.CO.O>[Cl:1][C:2]1[CH:18]=[CH:17][C:5]2[S:6][C:7]([C:13]([OH:15])=[O:14])=[C:8]([C:9]([F:12])([F:11])[F:10])[C:4]=2[CH:3]=1 |f:1.2,3.4.5|. Run at time 4 hour. Procedure details: A mixture of compound 11e (390 mg, 1.33 mmol) and LiOH (159 mg, 6.65 mmol) in THF/MeOH/H2O (4/4/4 mL) was stirred for 4 h. The reaction was concentrated under reduced pressure and then water was added to the residue. The aqueous mixture was acidified with 1N HCl to pH˜4. A white precipitate was filtered and washed with water and Et2O. The crude product was dried under vacuum to give compound 11f which was used without purification. Reactants: ClC1=CC2=C(SC(=C2C(F)(F)F)C(=O)OC)C=C1 (Methyl 5-chloro-3-(trifluoromethyl)benzo[b]thiophene-2-carboxylate), [Li+].[OH-] (LiOH). Starting materials: ClC1=C(C=CC=C1)C=1N(C=C(N1)C(=O)OCC)C1=CC=C(C=C1)Cl (ethyl 2-(2-chlorophenyl)-1-(4-chlorophenyl)-1H-imidazole-4-carboxylate), CC(C)C[AlH]CC(C)C (DIBAH). The solvent is C1(=CC=CC=C1)C (toluene), C1(=CC=CC=C1)C (toluene). The product is ClC1=C(C=CC=C1)C=1N(C=C(N1)C=O)C1=CC=C(C=C1)Cl (2-(2-chlorophenyl)-1-(4-chlorophenyl)-1H-imidazole-4-carboxaldehyde). Yield: 38.3%. As a reaction SMILES: [Cl:1][C:2]1[CH:7]=[CH:6][CH:5]=[CH:4][C:3]=1[C:8]1[N:9]([C:18]2[CH:23]=[CH:22][C:21]([Cl:24])=[CH:20][CH:19]=2)[CH:10]=[C:11]([C:13](OCC)=[O:14])[N:12]=1.CC(C[AlH]CC(C)C)C>C1(C)C=CC=CC=1>[Cl:1][C:2]1[CH:7]=[CH:6][CH:5]=[CH:4][C:3]=1[C:8]1[N:9]([C:18]2[CH:19]=[CH:20][C:21]([Cl:24])=[CH:22][CH:23]=2)[CH:10]=[C:11]([CH:13]=[O:14])[N:12]=1. Procedure details: To a solution of ethyl 2-(2-chlorophenyl)-1-(4-chlorophenyl)-1H-imidazole-4-carboxylate (200 mg, 0.51 mmol) in toluene (10 mL) at −78° C. was added DIBAH (2.0 mL) in toluene dropwise. The resulting solution was stirred at rt, quenched with 1N HCl (0.5 mL). The organic layer was washed with 1N HCl (5 mL), dried over MgSO4, filtered, and concentrated. The residue was purified by flash chromatography (50% EtOAc in hexane) to give the product (62 mg, 38% yield). LC-MS m/z 317.0 (MH+), retention time... Solvent: C(C)N(CC)CC (triethylamine). Reactants: COC(CCC1=CC(=CC=C1)CNCC1=CC=C(C=C1)C(C)(C)C)=O (3-{3-[(4-tert-butyl-benzylamino)-methyl]-phenyl}-propionic acid methyl ester), S1C(=NC=C1)S(=O)(=O)Cl (thiazole-2-sulfonyl chloride). Product: COC(CCC1=CC(=CC=C1)CN(S(=O)(=O)C=1SC=CN1)CC1=CC=C(C=C1)C(C)(C)C)=O (3-(3-{[(4-tert-Butyl-benzyl)-(thiazole-2-sulfonyl)-amino]-methyl}-phenyl)-propionic acid methyl ester). Reported procedure: The title compound of Step A was prepared following the method described in Step A of Example 1 from 3-{3-[(4-tert-butyl-benzylamino)-methyl]-phenyl}-propionic acid methyl ester, prepared in Step A of Example 12s, and thiazole-2-sulfonyl chloride using triethylamine in place of N,N-diisopropylethylamine. 1H NMR (400 MHz, CDCl3) δ 7.93 (d, 1H), 7.56 (d, 1H), 7.23 (d, 2H), 7.14 (m, 1H), 7.04 (m, 3H), 6.98 (m, 2H), 4.47 (s, 2H), 4.41 (s, 2H), 3.67 (s, 3H), 2.84 (t, 2H), 2.54 (t, 2H), 1.27 (s, 9H); ... As a reaction SMILES: [CH3:1][O:2][C:3](=[O:25])[CH2:4][CH2:5][C:6]1[CH:11]=[CH:10][CH:9]=[C:8]([CH2:12][NH:13][CH2:14][C:15]2[CH:20]=[CH:19][C:18]([C:21]([CH3:24])([CH3:23])[CH3:22])=[CH:17][CH:16]=2)[CH:7]=1.[S:26]1[CH:30]=[CH:29][N:28]=[C:27]1[S:31](Cl)(=[O:33])=[O:32]>C(N(CC)CC)C>[CH3:1][O:2][C:3](=[O:25])[CH2:4][CH2:5][C:6]1[CH:11]=[CH:10][CH:9]=[C:8]([CH2:12][N:13]([CH2:14][C:15]2[CH:16]=[CH:17][C:18]([C:21]([CH3:22])([CH3:24])[CH3:23])=[CH:19][CH:20]=2)[S:31]([C:27]2[S:26][CH:30]=[CH:29][N:28]=2)(=[O:33])=[O:32])[CH:7]=1. The reactants are CCOC(=O)c1ccc(C=Cc2ccc3c(c2)N(c2ccc(C)cc2)CCC3(C)C)cc1, Cc1ccc(N2CCC(C)(C)c3ccc(C=Cc4ccc(C(=O)[O-])cc4)cc32)cc1, CO, [Li+], C1CCOC1, [OH-]. Yields the product Cc1ccc(N2CCC(C)(C)c3ccc(C=Cc4ccc(C(=O)O)cc4)cc32)cc1. As a reaction SMILES: [CH3:1][C:2]1([CH3:32])[CH2:3][CH2:4][N:5]([c:25]2[cH:26][cH:27][c:28]([CH3:31])[cH:29][cH:30]2)[c:6]2[cH:7][c:8]([CH:12]=[CH:13][c:14]3[cH:15][cH:16][c:17]([C:18](=[O:19])[O:20][CH2:21][CH3:22])[cH:23][cH:24]3)[cH:9][cH:10][c:11]21.[CH3:33][C:34]1([CH3:35])[c:36]2[c:37]([cH:38][c:39]([CH:40]=[CH:41][c:42]3[cH:43][cH:44][c:45]([C:46]([O-:47])=[O:48])[cH:49][cH:50]3)[cH:51][cH:52]2)[N:53]([c:54]2[cH:55][cH:56][c:57]([CH3:58])[cH:59][cH:60]2)[CH2:61][CH2:62]1.[CH3:70][OH:71].[Li+:64].[O:65]1[CH2:66][CH2:67][CH2:68][CH2:69]1.[OH-:63]>>[CH3:1][C:2]1([CH3:32])[CH2:3][CH2:4][N:5]([c:25]2[cH:26][cH:27][c:28]([CH3:31])[cH:29][cH:30]2)[c:6]2[cH:7][c:8]([CH:12]=[CH:13][c:14]3[cH:15][cH:16][c:17]([C:18](=[O:19])[OH:20])[cH:23][cH:24]3)[cH:9][cH:10][c:11]21.